Task: describe an organic reaction: reactants, conditions, products, and yield. Dataset: the Open Reaction Database (ORD), a public repository of structured organic reaction records Starting materials: O=C1NC(=O)c2ccccc21, OCc1ccc(COc2ccccc2)cn1, CCOC(=O)N=NC(=O)OCC, C1CCOC1, c1ccc(P(c2ccccc2)c2ccccc2)cc1. Yields the product O=C1c2ccccc2C(=O)N1Cc1ccc(COc2ccccc2)cn1. As a reaction SMILES: [O:17]=[C:18]1[NH:19][C:20](=[O:21])[c:22]2[cH:23][cH:24][cH:25][cH:26][c:27]21.[O:1]([c:2]1[cH:3][cH:4][cH:5][cH:6][cH:7]1)[CH2:8][c:9]1[cH:10][cH:11][c:12]([CH2:15][OH:16])[n:13][cH:14]1.[O:47]=[C:48]([O:49][CH2:50][CH3:51])[N:52]=[N:53][C:54]([O:55][CH2:56][CH3:57])=[O:58].[O:59]1[CH2:60][CH2:61][CH2:62][CH2:63]1.[c:28]1([P:29]([c:30]2[cH:31][cH:32][cH:33][cH:34][cH:35]2)[c:36]2[cH:37][cH:38][cH:39][cH:40][cH:41]2)[cH:42][cH:43][cH:44][cH:45][cH:46]1>>[O:1]([c:2]1[cH:3][cH:4][cH:5][cH:6][cH:7]1)[CH2:8][c:9]1[cH:10][cH:11][c:12]([CH2:15][N:19]2[C:18](=[O:17])[c:27]3[c:22]([cH:23][cH:24][cH:25][cH:26]3)[C:20]2=[O:21])[n:13][cH:14]1.